Dataset: the Open Reaction Database (ORD), a public repository of structured organic reaction records. Task: describe an organic reaction: reactants, conditions, products, and yield Starting materials: [Sn](Cl)(Cl)(Cl)Cl (tin(IV)chloride), COC(Cl)Cl (dichloromethyl methyl ether), FC1=CC=C(C2=CC=CC=C12)OC (4-fluoro-1-methoxy-naphthalene). Solvent: ClCCl (dichloromethane), ClCCl (dichloromethane). Reaction conditions: temperature 5 celsius, time 45 minute. Product: FC1=CC(=C(C2=CC=CC=C12)OC)C=O (4-fluoro-1-methoxynaphthalene-2-carbaldehyde). RXN SMILES: [CH3:1][O:2][CH:3](Cl)Cl.[Sn](Cl)(Cl)(Cl)Cl.[F:11][C:12]1[C:21]2[C:16](=[CH:17][CH:18]=[CH:19][CH:20]=2)[C:15]([O:22]C)=[CH:14][CH:13]=1>ClCCl>[F:11][C:12]1[C:21]2[C:16](=[CH:17][CH:18]=[CH:19][CH:20]=2)[C:3]([O:2][CH3:1])=[C:14]([CH:15]=[O:22])[CH:13]=1. Reported procedure: 5.25 ml of dichloromethyl methyl ether were dissolved in 40 ml dichloromethane and cooled to +5° C. 6.75 ml tin(IV)chloride were added neat over 45 min to the solution. After the addition the mixture was stirred for 45 min at 5° C. 11.4 g 4-fluoro-1-methoxy-naphthalene in 30 ml dichloromethane was added over 1 h. Then the cooling bath was removed, and the mixture was stirred for 2 h at ambient temperature. It was then poured into ice/water. The dichloromethane layer was separated and the aqueous... Reactants: CN1CCC(Oc2ccccc2)(c2ccccc2)CC1, CO, O=C(OO)c1cccc(Cl)c1. The product is C[N+]1([O-])CCC(Oc2ccccc2)(c2ccccc2)CC1. RXN SMILES: [CH3:1][N:2]1[CH2:3][CH2:4][C:5]([c:8]2[cH:9][cH:10][cH:11][cH:12][cH:13]2)([O:14][c:15]2[cH:16][cH:17][cH:18][cH:19][cH:20]2)[CH2:6][CH2:7]1.[CH3:32][OH:33].[Cl:21][c:22]1[cH:23][cH:24][cH:25][c:26]([C:27]([O:28][OH:30])=[O:29])[cH:31]1>>[CH3:1][N+:2]1([O-:29])[CH2:3][CH2:4][C:5]([c:8]2[cH:9][cH:10][cH:11][cH:12][cH:13]2)([O:14][c:15]2[cH:16][cH:17][cH:18][cH:19][cH:20]2)[CH2:6][CH2:7]1. Starting materials: CCN(CC)CCN1CCc2[nH]c(C=O)c(C(F)(F)F)c2C1=O, C1CCNCC1, CCO, O=C1Cc2cc(F)ccc2N1. The product is CCN(CC)CCN1CCc2[nH]c(C=C3C(=O)Nc4ccc(F)cc43)c(C(F)(F)F)c2C1=O. RXN SMILES: [CH2:1]([CH3:2])[N:3]([CH2:4][CH2:5][N:6]1[C:7](=[O:21])[c:8]2[c:9]([nH:12][c:13]([CH:19]=[O:20])[c:14]2[C:15]([F:16])([F:17])[F:18])[CH2:10][CH2:11]1)[CH2:22][CH3:23].[CH2:35]1[CH2:36][CH2:37][NH:38][CH2:39][CH2:40]1.[CH3:41][CH2:42][OH:43].[F:24][c:25]1[cH:26][c:27]2[c:31]([cH:32][cH:33]1)[NH:30][C:29](=[O:34])[CH2:28]2>>[CH2:1]([CH3:2])[N:3]([CH2:4][CH2:5][N:6]1[C:7](=[O:21])[c:8]2[c:9]([nH:12][c:13]([CH:19]=[C:28]3[c:27]4[cH:26][c:25]([F:24])[cH:33][cH:32][c:31]4[NH:30][C:29]3=[O:34])[c:14]2[C:15]([F:16])([F:17])[F:18])[CH2:10][CH2:11]1)[CH2:22][CH3:23]. The reactants are Cl.N1[C@@H](CCC1)C(=O)OC (Methyl (S)-2-pyrrolidinecarboxylate hydrochloride), [H][H] (hydrogen), C(CC)=O (propionaldehyde). The reagents and catalysts are [Pd] (Pd/C). Solvent: CO (MeOH). The product is C(CC)N1[C@@H](CCC1)C(=O)OC (Methyl (-)-(S)-1-propyl-2-pyrrolidinecarboxylate). Yield: 105.1%. RXN SMILES: Cl.[NH:2]1[CH2:6][CH2:5][CH2:4][C@H:3]1[C:7]([O:9][CH3:10])=[O:8].[CH:11](=O)[CH2:12][CH3:13].[H][H]>[Pd].CO>[CH2:11]([N:2]1[CH2:6][CH2:5][CH2:4][C@H:3]1[C:7]([O:9][CH3:10])=[O:8])[CH2:12][CH3:13] |f:0.1|. Reported procedure: Methyl (S)-2-pyrrolidinecarboxylate hydrochloride (1.65 g, 0.01 mol) was added to a hydrogenation flask containing a mixture of propionaldehyde (2.4 g, 0.04 mol), 5% Pd/C (0.3 g) and 30 ml MeOH. The mixture was shaken an a Parr apparatus at 40 psi hydrogen pressure for 2 h at room temperature. After filtration and evaporation the residue was mixed with 10 ml 2M HCl and 40 ml ice-water and then extracted twice with ET2O. Solid NaCl was added to the aqueous phase which was made alkaline with 20 ml... Starting materials: C(C)(=O)OC1=C2C(C(=O)OC2=O)=CC=C1 (3-acetoxyphthalic anhydride), FC(C(=O)O)(F)F.NC1C(=O)NC(CC1)=O (aminoglutarimide trifluoroacetate), CC(=O)[O-].[Na+] (NaOAc). The solvent is C(C)(=O)O (acetic acid). Product: O=C1N(C(C2=C(C=CC=C12)OC(C)=O)=O)C1C(NC(CC1)=O)=O (1,3-dioxo-2-(2,6-dioxopiperidin-3-yl)-4-acetoxyisoindoline). Isolated yield 57.0%. As a reaction SMILES: [C:1]([O:4][C:5]1[CH:15]=[CH:14][CH:13]=[C:7]2[C:8]([O:10][C:11](=[O:12])[C:6]=12)=O)(=[O:3])[CH3:2].FC(F)(F)C(O)=O.[NH2:23][CH:24]1[CH2:30][CH2:29][C:28](=[O:31])[NH:27][C:25]1=[O:26].CC([O-])=O.[Na+]>C(O)(=O)C>[O:10]=[C:8]1[C:7]2[C:6](=[C:5]([O:4][C:1](=[O:3])[CH3:2])[CH:15]=[CH:14][CH:13]=2)[C:11](=[O:12])[N:23]1[CH:24]1[CH2:30][CH2:29][C:28](=[O:31])[NH:27][C:25]1=[O:26] |f:1.2,3.4|. Procedure details: 1,3-Dioxo-2-(2,6-dioxopiperidin-3-yl)-4-acetoxyisoindoline was prepared and isolated as follows. A mixture of 3-acetoxyphthalic anhydride (40 mg), aminoglutarimide trifluoroacetate (47 mg), and NaOAc (32 mg) in acetic acid (2 mL) was refluxed for 5 h. The solvent was evaporated, water (10 mL) was added, and the resulting solution was stirred for several minutes. The solid was filtered out and recrystallized from ethyl acetate to give 1,3-dioxo-2-(2,6-dioxopiperidin-3-yl)-4-acetoxyisoindoline as ... Reactants: ClC1=NC(=NC(=C1)Cl)N1[C@H](CCC1)C (4,6-dichloro-2-(2-(S)-methylpyrrolidin-1-yl)pyrimidine), FC1=CC=C(C=C1)B(O)O (4-fluorophenylboronic acid), P(=O)([O-])([O-])[O-].[K+].[K+].[K+] (potassium phosphate). The reagents and catalysts are C=1C=CC(=CC1)[P](C=2C=CC=CC2)(C=3C=CC=CC3)[Pd]([P](C=4C=CC=CC4)(C=5C=CC=CC5)C=6C=CC=CC6)([P](C=7C=CC=CC7)(C=8C=CC=CC8)C=9C=CC=CC9)[P](C=1C=CC=CC1)(C=1C=CC=CC1)C=1C=CC=CC1 (Pd(PPh3)4). Run in O1CCOCC1 (dioxane). Yields the product ClC1=NC(=NC(=C1)C1=CC=C(C=C1)F)N1[C@H](CCC1)C (4-Chloro-6-(4-fluorophenyl)-2-(2-(S)-methylpyrrolidin-1-yl)pyrimidine). Reaction SMILES: Cl[C:2]1[CH:7]=[C:6]([Cl:8])[N:5]=[C:4]([N:9]2[CH2:13][CH2:12][CH2:11][C@@H:10]2[CH3:14])[N:3]=1.[F:15][C:16]1[CH:21]=[CH:20][C:19](B(O)O)=[CH:18][CH:17]=1.P([O-])([O-])([O-])=O.[K+].[K+].[K+]>O1CCOCC1.C1C=CC([P]([Pd]([P](C2C=CC=CC=2)(C2C=CC=CC=2)C2C=CC=CC=2)([P](C2C=CC=CC=2)(C2C=CC=CC=2)C2C=CC=CC=2)[P](C2C=CC=CC=2)(C2C=CC=CC=2)C2C=CC=CC=2)(C2C=CC=CC=2)C2C=CC=CC=2)=CC=1>[Cl:8][C:6]1[CH:7]=[C:2]([C:19]2[CH:20]=[CH:21][C:16]([F:15])=[CH:17][CH:18]=2)[N:3]=[C:4]([N:9]2[CH2:13][CH2:12][CH2:11][C@@H:10]2[CH3:14])[N:5]=1 |f:2.3.4.5,^1:42,44,63,82|. Procedure: Heat a mixture of 4,6-dichloro-2-(2-(S)-methylpyrrolidin-1-yl)pyrimidine (2.25 g, 9.74 mmol), 4-fluorophenylboronic acid (10.23 mmol), Pd(PPh3)4 (562 mg, 0.487 mmol), and a 2M potassium phosphate solution (9.74 mL) in dioxane (35 mL) under nitrogen at 80° C. for 16 h. Evaporate the mixture and add water (50 mL). Extract with EtOAc (3×50 mL), dry (Na2SO4), and evaporate. Purify by SiO2 flash chromatography, eluting with 9:1 hexanes:EtOAc to provide the title compound as an oil. Starting materials: C(C)OC(=O)C1OC=CC(C1)=O (4-oxo-3,4-dihydro-2H-pyran-2-carboxylic acid ethyl ester), [H][H] (hydrogen). The solvent is CCOC(=O)C (EtOAc). The product is C(C)OC(=O)C1OCCC(C1)=O (4-Oxo-tetrahydro-pyran-2-carboxylic Acid Ethyl Ester). The yield is 33.1%. RXN SMILES: [CH2:1]([O:3][C:4]([CH:6]1[CH2:11][C:10](=[O:12])[CH:9]=[CH:8][O:7]1)=[O:5])[CH3:2].[H][H]>CCOC(C)=O>[CH2:1]([O:3][C:4]([CH:6]1[CH2:11][C:10](=[O:12])[CH2:9][CH2:8][O:7]1)=[O:5])[CH3:2]. Procedure details: A mixture of 4-oxo-3,4-dihydro-2H-pyran-2-carboxylic acid ethyl ester (8.0 g, 46.0 mmol) and PdlC (10%, 0.20 g,) in EtOAc (70 mL) was shaken in a Parr bottle with hydrogen at 50 psi overnight and filtered through a pad of Celite. The filtrate was concentrated and the residue was distilled to give 2.62 g (33%) of yellowish oil: 1H NMR (CDCl3) δ 1.29 (t, 3H), 2.40 (d, 1H), 2.58-2.75 (m 3H), 3.79 (tt, 1H), 4.23 (q, 2H), 4.28 (m 1H), 4.40 (m, 1H). Reactants: COC(=O)N(C(C(=O)OCC)NCCC)CCC (ethyl N-methoxycarbonyl-2,2-di-n-propylaminoacetate), C(CC)NC(C(=O)OCC)NCCC (ethyl 2,2-di-n-propylaminoacetate), Cl (hydrochloric acid). Product: Cl.C(CC)N(CC(=O)O)CCC (di-n-propylglycine hydrochloride). Isolated yield 80.0%. Reaction SMILES: CO[C:3]([N:5]([CH2:16][CH2:17][CH3:18])[CH:6](NCCC)[C:7]([O:9]CC)=[O:8])=O.[CH2:19](NC(NCCC)C(OCC)=O)[CH2:20]C.[ClH:33]>>[ClH:33].[CH2:16]([N:5]([CH2:3][CH2:19][CH3:20])[CH2:6][C:7]([OH:9])=[O:8])[CH2:17][CH3:18] |f:3.4|. Procedure details: The amino acid di-n-propylglycine can be obtained in the form of its hydrochloride by combining the ethyl N-methoxycarbonyl-2,2-di-n-propylaminoacetate and the ethyl 2,2-di-n-propylaminoacetate and refluxing the mixture with concentrated hydrochloric acid for 12 hours. After cooling, the solution is extracted with MTBE, and the aqueous solution is evaporated to dryness. The residue is taken up again in water, and the solution is evaporated under reduced pressure in order to remove excess hydroch... The product is C(#N)C1=CC=C(C=C1)CC(=O)OCC (ethyl 4-cyanophenylacetate). Starting materials: C(#N)C1=CC=C(C=C1)CC(=O)O (4-cyanophenylacetic acid), S(O)(O)(=O)=O (sulphuric acid), C(C)O (ethanol). Reported procedure: A suspension of 4-cyanophenylacetic acid (31.2 g, prepared as described in J.C.S. 744, (1941)), concentrated sulphuric acid (5 ml) and absolute ethanol (300 ml) was boiled under reflux with stirring for 48 hours. The solvent was removed under reduced pressure and dilute aqueous sodium hydroxide solution was added to neutralise the sulphuric acid. Dichloromethane was added. The mixture was filtered and extracted with further dichloromethane. The organic extracts were dried and evaporated to give ... RXN SMILES: [C:1]([C:3]1[CH:8]=[CH:7][C:6]([CH2:9][C:10]([OH:12])=[O:11])=[CH:5][CH:4]=1)#[N:2].S(=O)(=O)(O)O.[CH2:18](O)[CH3:19]>>[C:1]([C:3]1[CH:4]=[CH:5][C:6]([CH2:9][C:10]([O:12][CH2:18][CH3:19])=[O:11])=[CH:7][CH:8]=1)#[N:2]. Run at time 48 hour.